From a dataset of the Open Reaction Database (ORD), a public repository of structured organic reaction records. describe an organic reaction: reactants, conditions, products, and yield The reactants are ClC1=CC=C(C=C1)I (1-chloro-4-iodo-benzene), COC(C1=CC(=CC=C1)CN(C1=CC=CC=C1)C(C#CC1=C(C=CC=C1)OC)=O)=O (3-({[3-(2-methoxy-phenyl)-propynoyl]-phenyl-amino}-methyl)-benzoic acid methyl ester). Yields the product COC(C1=CC(=CC=C1)CN1C(\C(\C2=CC=CC=C12)=C(/C1=C(C=CC=C1)OC)\C1=CC=C(C=C1)Cl)=O)=O (3-{3-[1-(4-Chloro-phenyl)-1-(2-methoxy-phenyl)-meth-(Z)-ylidene]-2-oxo-2,3-dihydro-indol-1-ylmethyl}-benzoic acid methyl ester). RXN SMILES: [Cl:1][C:2]1[CH:7]=[CH:6][C:5](I)=[CH:4][CH:3]=1.[CH3:9][O:10][C:11](=[O:38])[C:12]1[CH:17]=[CH:16][CH:15]=[C:14]([CH2:18][N:19]([C:26](=[O:37])[C:27]#[C:28][C:29]2[CH:34]=[CH:33][CH:32]=[CH:31][C:30]=2[O:35][CH3:36])[C:20]2[CH:25]=[CH:24][CH:23]=[CH:22][CH:21]=2)[CH:13]=1>>[CH3:9][O:10][C:11](=[O:38])[C:12]1[CH:17]=[CH:16][CH:15]=[C:14]([CH2:18][N:19]2[C:20]3[C:25](=[CH:24][CH:23]=[CH:22][CH:21]=3)/[C:27](=[C:28](\[C:5]3[CH:6]=[CH:7][C:2]([Cl:1])=[CH:3][CH:4]=3)/[C:29]3[CH:34]=[CH:33][CH:32]=[CH:31][C:30]=3[O:35][CH3:36])/[C:26]2=[O:37])[CH:13]=1. Procedure details: The title compound was prepared in analogy to Example 5 starting from 1-chloro-4-iodo-benzene (commercially available) and 3-({[3-(2-methoxy-phenyl)-propynoyl]-phenyl-amino}-methyl)-benzoic acid methyl ester. 1H NMR (CDCl3, 300 MHz) δppm 7.99 (s, 1H), 7.92 (d, 1H), 7.26-7.49 (m, 7H), 6.93-7.15 (m, 4H), 6.72 (t, 1H), 6.61-6.64 (m, 2H), 4.93 (dd, 2H), 3.90 (s, 3H), 3.63 (s, 3H). Starting materials: C(C)(C)(CC(C)(C)C)C1=CC=C(C=C1)O.C=O (p-tert-octylphenol formaldehyde), C(C1=CC=CC=C1)(=O)[O-].[Zn+2].C(C1=CC=CC=C1)(=O)[O-] (zinc benzoate), C(O)([O-])=O.[NH4+] (ammonium hydrogen carbonate). The product is [Zn] (zinc), C(C)(C)(CC(C)(C)C)C1=CC=C(C=C1)O.C=O (p-tert-octylphenol formaldehyde). As a reaction SMILES: [C:1]([O-])(=[O:8])C1C=CC=CC=1.[Zn+2:10].C([O-])(=O)C1C=CC=CC=1.C(=O)([O-])O.[NH4+].[C:25]([C:33]1[CH:38]=[CH:37][C:36]([OH:39])=[CH:35][CH:34]=1)([CH2:28][C:29]([CH3:32])([CH3:31])[CH3:30])([CH3:27])[CH3:26].C=O>>[Zn:10].[C:25]([C:33]1[CH:34]=[CH:35][C:36]([OH:39])=[CH:37][CH:38]=1)([CH2:28][C:29]([CH3:32])([CH3:31])[CH3:30])([CH3:26])[CH3:27].[CH2:1]=[O:8] |f:0.1.2,3.4,5.6,8.9|. Reported procedure: A mixture of 12.75 g of zinc benzoate and 7.5 g of ammonium hydrogen carbonate was added gradually to 100 g of the resulting p-tert-octylphenol/formaldehyde condensate kept at 170° C. to give a yellow zinc salt of the p-tert-octylphenol/formaldehyde condensate. Starting materials: CC(C)(C)OC (TBME), CS(=O)(=O)OCCCOC=1C(=CC2=C(C(=CC(O2)=O)C2=CC=CC=C2)C1)OC (6-[3-(methanesulfonyloxy)propoxy]-7-methoxy-4-phenyl-2H-1-benzopyran-2-one), C(\C=C\C(=O)[O-])(=O)[O-] (Fumarate), C1(=CC=CC=C1)N1CCNCC1 (1-phenylpiperazine). Run in C(C)(C)O (isopropanol), C(C)OCC (diethylether), CC(=O)C (acetone). Yields the product COC1=CC2=C(C(=CC(O2)=O)C2=CC=CC=C2)C=C1OCCCN1CCN(CC1)C1=CC=CC=C1 (7-methoxy-4-phenyl-6-[3-(4-phenyl-1-piperazinyl)propoxy]-2H-1-benzopyran-2-one). The yield is 86.0%. As a reaction SMILES: CS(O[CH2:6][CH2:7][CH2:8][O:9][C:10]1[C:11]([O:27][CH3:28])=[CH:12][C:13]2[O:18][C:17](=[O:19])[CH:16]=[C:15]([C:20]3[CH:25]=[CH:24][CH:23]=[CH:22][CH:21]=3)[C:14]=2[CH:26]=1)(=O)=O.[C:29]1([N:35]2[CH2:40][CH2:39][NH:38][CH2:37][CH2:36]2)[CH:34]=[CH:33][CH:32]=[CH:31][CH:30]=1.CC(OC)(C)C.C([O-])(=O)/C=C/C([O-])=O>C(OCC)C.CC(C)=O.C(O)(C)C>[CH3:28][O:27][C:11]1[C:10]([O:9][CH2:8][CH2:7][CH2:6][N:38]2[CH2:39][CH2:40][N:35]([C:29]3[CH:34]=[CH:33][CH:32]=[CH:31][CH:30]=3)[CH2:36][CH2:37]2)=[CH:26][C:14]2[C:15]([C:20]3[CH:25]=[CH:24][CH:23]=[CH:22][CH:21]=3)=[CH:16][C:17](=[O:19])[O:18][C:13]=2[CH:12]=1. Procedure details: Method B (60 h at 60° C.); starting materials: 6-[3-(methanesulfonyloxy)propoxy]-7-methoxy-4-phenyl-2H-1-benzopyran-2-one (example 78) and 1-phenylpiperazine; yield 86%; fusion point 139°-141° C. (from TBME and isopropanol). Fumarate: method E; yield 93%; fusion point 145°-147° C. (from acetone and diethylether). Starting materials: C1CCOC1, C[Si](C)(C)[N-][Si](C)(C)C, COc1ccnc(Cl)n1, [Na+], CC(C)(C)OC(=O)Cn1c(=O)[nH]c2ccccc21. Yields the product COc1ccnc(-n2c(=O)n(CC(=O)OC(C)(C)C)c3ccccc32)n1. RXN SMILES: [CH2:38]1[O:39][CH2:40][CH2:41][CH2:42]1.[CH3:19][Si:20]([N-:21][Si:22]([CH3:23])([CH3:24])[CH3:25])([CH3:26])[CH3:27].[Cl:29][c:30]1[n:31][cH:32][cH:33][c:34]([O:36][CH3:37])[n:35]1.[Na+:28].[O:1]=[c:2]1[nH:3][c:4]2[c:5]([n:6]1[CH2:7][C:8](=[O:9])[O:10][C:11]([CH3:12])([CH3:13])[CH3:14])[cH:15][cH:16][cH:17][cH:18]2>>[O:1]=[c:2]1[n:3](-[c:30]2[n:31][cH:32][cH:33][c:34]([O:36][CH3:37])[n:35]2)[c:4]2[c:5]([n:6]1[CH2:7][C:8](=[O:9])[O:10][C:11]([CH3:12])([CH3:13])[CH3:14])[cH:15][cH:16][cH:17][cH:18]2. The reactants are [Al+3], Cc1cc(C#N)cc(C)c1Oc1nc(Nc2ccc(C#N)cc2)nc2c1ccn2Cc1ccccc1, [Cl-], [Cl-], [Cl-], Clc1ccccc1Cl, O. The product is Cc1cc(C#N)cc(C)c1Oc1nc(Nc2ccc(C#N)cc2)nc2[nH]ccc12. As a reaction SMILES: [Al+3:38].[CH2:1]([c:2]1[cH:3][cH:4][cH:5][cH:6][cH:7]1)[n:8]1[cH:9][cH:10][c:11]2[c:12]1[n:13][c:14]([NH:28][c:29]1[cH:30][cH:31][c:32]([C:35]#[N:36])[cH:33][cH:34]1)[n:15][c:16]2[O:17][c:18]1[c:19]([CH3:27])[cH:20][c:21]([C:22]#[N:23])[cH:24][c:25]1[CH3:26].[Cl-:37].[Cl-:39].[Cl-:40].[Cl:42][c:43]1[c:44]([Cl:45])[cH:46][cH:47][cH:48][cH:49]1.[OH2:41]>>[nH:8]1[cH:9][cH:10][c:11]2[c:12]1[n:13][c:14]([NH:28][c:29]1[cH:30][cH:31][c:32]([C:35]#[N:36])[cH:33][cH:34]1)[n:15][c:16]2[O:17][c:18]1[c:19]([CH3:27])[cH:20][c:21]([C:22]#[N:23])[cH:24][c:25]1[CH3:26].